From a dataset of the Open Reaction Database (ORD), a public repository of structured organic reaction records. describe an organic reaction: reactants, conditions, products, and yield The reactants are C(CCC)C1=NNC(C1C1=CC=CC=C1)(C)C (3-(n-butyl)-5,5-dimethyl-4-phenyl-4,5-dihydropyrazole), CCN(C(C)C)C(C)C (DIPEA), ClC(=O)OC(Cl)(Cl)Cl (trichloromethyl chloroformate). Run in ClCCl (dichloromethane). Yields the product C(CCC)C1=NN(C(C1C1=CC=CC=C1)(C)C)C(=O)Cl (3-(n-butyl)-5,5-dimethyl-4-phenyl-4,5-dihydro-(1H)-pyrazole-1-carbonyl chloride). Isolated yield 43.0%. Reaction SMILES: [CH2:1]([C:5]1[CH:9]([C:10]2[CH:15]=[CH:14][CH:13]=[CH:12][CH:11]=2)[C:8]([CH3:17])([CH3:16])[NH:7][N:6]=1)[CH2:2][CH2:3][CH3:4].CCN(C(C)C)C(C)C.[Cl:27][C:28](OC(Cl)(Cl)Cl)=[O:29]>ClCCl>[CH2:1]([C:5]1[CH:9]([C:10]2[CH:15]=[CH:14][CH:13]=[CH:12][CH:11]=2)[C:8]([CH3:16])([CH3:17])[N:7]([C:28]([Cl:27])=[O:29])[N:6]=1)[CH2:2][CH2:3][CH3:4]. Procedure: To a magnetically stirred solution of 3-(n-butyl)-5,5-dimethyl-4-phenyl-4,5-dihydropyrazole (Intermediate (IV-1) (0.47 gram, 1.43 mmol) in dichloromethane (10 ml) was successively added DIPEA (0.35 ml, 2.07 mmol) and trichloromethyl chloroformate (0.25 ml, 2.07 mmol, dissolved in 10 ml dichloromethane) at 0° C. and the resulting solution was allowed to attain room temperature and subsequently reacted at room temperature for 1 hour in a nitrogen atmosphere. Subsequent Sepacore column chromatograp... Reactants: [Cl-], O=C(Cl)c1ccc(F)nc1, O, [Mg+]c1ccccc1. The product is O=C(c1ccccc1)c1ccc(F)nc1. Reaction SMILES: [Cl-:1].[F:9][c:10]1[n:11][cH:12][c:13]([C:14](=[O:15])[Cl:16])[cH:17][cH:18]1.[OH2:19].[c:2]1([Mg+:8])[cH:3][cH:4][cH:5][cH:6][cH:7]1>>[c:2]1([C:14]([c:13]2[cH:12][n:11][c:10]([F:9])[cH:18][cH:17]2)=[O:15])[cH:3][cH:4][cH:5][cH:6][cH:7]1. The reactants are ClCC1CO1, [K+], [OH-], CCCCCCCCCc1ccccc1OP(=O)([O-])[O-]. Yields the product [K+], CCCCCCCCCc1ccccc1OP(=O)([O-])OCC(O)CCl. RXN SMILES: [Cl:23][CH2:24][CH:25]1[CH2:26][O:27]1.[K+:22].[OH-:21].[P:1](=[O:2])([O:3][c:4]1[c:5]([CH2:10][CH2:11][CH2:12][CH2:13][CH2:14][CH2:15][CH2:16][CH2:17][CH3:18])[cH:6][cH:7][cH:8][cH:9]1)([O-:19])[O-:20]>>[K+:22].[P:1](=[O:2])([O:3][c:4]1[c:5]([CH2:10][CH2:11][CH2:12][CH2:13][CH2:14][CH2:15][CH2:16][CH2:17][CH3:18])[cH:6][cH:7][cH:8][cH:9]1)([O-:19])[O:20][CH2:26][CH:25]([CH2:24][Cl:23])[OH:27]. Reactants: O=C(CCCCCCC(=O)O)C(C)C (8-oxo 9-methyl decanoic acid), FC1=CC=C(CN)C=C1 (para-fluorobenzylamine). The product is FC1=CC=C(CNC(CCCCCCC(=O)O)C(C)C)C=C1 (8-(para fluorobenzylamino) 9-methyl decanoic acid). RXN SMILES: O=[C:2]([CH:12]([CH3:14])[CH3:13])[CH2:3][CH2:4][CH2:5][CH2:6][CH2:7][CH2:8][C:9]([OH:11])=[O:10].[F:15][C:16]1[CH:23]=[CH:22][C:19]([CH2:20][NH2:21])=[CH:18][CH:17]=1>>[F:15][C:16]1[CH:23]=[CH:22][C:19]([CH2:20][NH:21][CH:2]([CH:12]([CH3:14])[CH3:13])[CH2:3][CH2:4][CH2:5][CH2:6][CH2:7][CH2:8][C:9]([OH:11])=[O:10])=[CH:18][CH:17]=1. Procedure: Using the procedure exemplified in example I step D and starting from 8-oxo 9-methyl decanoic acid and para-fluorobenzylamine, dl 8-(para fluorobenzylamino) 9-methyl decanoic acid is obtained. The reactants are CC1=CC=C2C3=C(C(NC2=C1)=O)C(C1=CC=CC=C13)=O (3-methyl-5H-indeno[2,1-c]quinoline-6,7-dion), example 5, O(Cl)Cl (oxychloride). The product is ClC1=NC2=CC(=CC=C2C2=C1C(C1=CC=CC=C12)=O)C (6-chloro-3-methyl-7H-indeno[2,1-c]quinoline-7-on). Isolated yield 73.4%. As a reaction SMILES: [CH3:1][C:2]1[CH:11]=[C:10]2[C:5]([C:6]3[C:19]4[C:14](=[CH:15][CH:16]=[CH:17][CH:18]=4)[C:13](=[O:20])[C:7]=3[C:8](=O)[NH:9]2)=[CH:4][CH:3]=1.O(Cl)[Cl:22]>>[Cl:22][C:8]1[C:7]2[C:13](=[O:20])[C:14]3[C:19]([C:6]=2[C:5]2[C:10](=[CH:11][C:2]([CH3:1])=[CH:3][CH:4]=2)[N:9]=1)=[CH:18][CH:17]=[CH:16][CH:15]=3. Procedure: A mixture of 3-methyl-5H-indeno[2,1-c]quinoline-6,7-dion obtained in reference example 5 (700 mg, 2.7 mmol) and phophorous oxychloride (10 ml, 107 mmol) was refluxed with heat for 1.5 hours. The reaction mixture was distilled to dryness. To the residue was added water to obtain a crystal precipitated by filtration. The crystal obtained was washed with water and dissolved in chloroform to filter off undissolved substances. Recrystallization from benzene to give 550 mg (yield 73.4%) of the title c...